This data is from the Open Reaction Database (ORD), a public repository of structured organic reaction records. The task is: describe an organic reaction: reactants, conditions, products, and yield The reactants are ClC1=CC=C2C(=CNC2=C1)C(=O)N1CCC(CC1)C1=C(C=CC=C1)OC ((6-chloro-1H-indol-3-yl)-[4-(2-methoxy-phenyl)-piperidin-1-yl]-methanone), ClCCN(C)C ((2-chloro-ethyl)-dimethyl-amine). Product: ClC1=CC=C2C(=CN(C2=C1)CCN(C)C)C(=O)N1CCC(CC1)C1=C(C=CC=C1)OC ([6-Chloro-1-(2-dimethylamino-ethyl)-1H-indol-3-yl]-[4-(2-methoxy-phenyl)-piperidin-1-yl]-methanone). RXN SMILES: [Cl:1][C:2]1[CH:10]=[C:9]2[C:5]([C:6]([C:11]([N:13]3[CH2:18][CH2:17][CH:16]([C:19]4[CH:24]=[CH:23][CH:22]=[CH:21][C:20]=4[O:25][CH3:26])[CH2:15][CH2:14]3)=[O:12])=[CH:7][NH:8]2)=[CH:4][CH:3]=1.Cl[CH2:28][CH2:29][N:30]([CH3:32])[CH3:31]>>[Cl:1][C:2]1[CH:10]=[C:9]2[C:5]([C:6]([C:11]([N:13]3[CH2:18][CH2:17][CH:16]([C:19]4[CH:24]=[CH:23][CH:22]=[CH:21][C:20]=4[O:25][CH3:26])[CH2:15][CH2:14]3)=[O:12])=[CH:7][N:8]2[CH2:28][CH2:29][N:30]([CH3:32])[CH3:31])=[CH:4][CH:3]=1. Procedure: Following general procedure II, the alkylation of (6-chloro-1H-indol-3-yl)-[4-(2-methoxy-phenyl)-piperidin-1-yl]-methanone (preparation described herein), with (commercially available) (2-chloro-ethyl)-dimethyl-amine gave the title compound. The reactants are C(C1=CC=CC=C1)N1CCC(CCC1)=O (1-benzyl-hexahydro-4-azepinone), C(=O)OCC (ethyl formate), C(CC(=O)N)(=O)OCC (ethyl malonamate), [H-].[Na+] (sodium hydride). The product is OC=1C(=CC2=C(CCN(CC2)CC2=CC=CC=C2)N1)C(=O)OCC (2-Hydroxy-3-ethoxycarbonyl-7-benzyl-6,7,8,9-tetrahydro-5H-pyrido[2,3-d]azepine). As a reaction SMILES: [CH2:1]([N:8]1[CH2:14][CH2:13][CH2:12][C:11](=O)[CH2:10][CH2:9]1)[C:2]1[CH:7]=[CH:6][CH:5]=[CH:4][CH:3]=1.[CH:16]([O:18][CH2:19][CH3:20])=[O:17].[C:21](OCC)(=O)[CH2:22][C:23]([NH2:25])=[O:24].[H-].[Na+]>>[OH:24][C:23]1[C:22]([C:16]([O:18][CH2:19][CH3:20])=[O:17])=[CH:21][C:12]2[CH2:13][CH2:14][N:8]([CH2:1][C:2]3[CH:7]=[CH:6][CH:5]=[CH:4][CH:3]=3)[CH2:9][CH2:10][C:11]=2[N:25]=1 |f:3.4|. Procedure: Prepared from 1-benzyl-hexahydro-4-azepinone with ethyl formate and ethyl malonamate in the presence of sodium hydride.